From a dataset of the Open Reaction Database (ORD), a public repository of structured organic reaction records. describe an organic reaction: reactants, conditions, products, and yield The reactants are O=C(C(Cl)(Cl)Cl)C(Cl)(Cl)Cl, CC(C)(C)OC(=O)NC1C=CC(O)CC1, c1ccc(P(c2ccccc2)c2ccccc2)cc1. The product is CC(C)(C)OC(=O)NC1C=CC(Cl)CC1. RXN SMILES: [Cl:35][C:36]([Cl:37])([Cl:38])[C:39]([C:40]([Cl:41])([Cl:42])[Cl:43])=[O:44].[OH:1][CH:2]1[CH:3]=[CH:4][CH:5]([NH:8][C:9](=[O:10])[O:11][C:12]([CH3:13])([CH3:14])[CH3:15])[CH2:6][CH2:7]1.[c:16]1([P:17]([c:18]2[cH:19][cH:20][cH:21][cH:22][cH:23]2)[c:24]2[cH:25][cH:26][cH:27][cH:28][cH:29]2)[cH:30][cH:31][cH:32][cH:33][cH:34]1>>[CH:2]1([Cl:35])[CH:3]=[CH:4][CH:5]([NH:8][C:9](=[O:10])[O:11][C:12]([CH3:13])([CH3:14])[CH3:15])[CH2:6][CH2:7]1. The reactants are C(C)(C)N1[C@H]2CN([C@@H](C1)C2)C2=CC=C(N)C=C2 (4-[(1R,4R)-5-Isopropyl-2,5-diazabicyclo[2.2.1]hept-2-yl]aniline), BrC1=CN=C(C=2N1N=CN2)Br (5,8-dibromo[1,2,4]triazolo[1,5-a]-pyrazine). The solvent is C(C)N(CC)CC (triethylamine). Yields the product BrC1=CN=C(C=2N1N=CN2)NC2=CC=C(C=C2)N2[C@H]1CN([C@@H](C2)C1)C(C)C (5-Bromo-N-{4-[(1R,4R)-5-isopropyl-2,5-diazabicyclo[2.2.1]hept-2-yl]phenyl}[1,2,4]triazolo[1,5-a]pyrazin-8-amine). Reaction SMILES: [CH:1]([N:4]1[CH2:9][C@H:8]2[CH2:10][C@@H:5]1[CH2:6][N:7]2[C:11]1[CH:17]=[CH:16][C:14]([NH2:15])=[CH:13][CH:12]=1)([CH3:3])[CH3:2].[Br:18][C:19]1[N:24]2[N:25]=[CH:26][N:27]=[C:23]2[C:22](Br)=[N:21][CH:20]=1>C(N(CC)CC)C>[Br:18][C:19]1[N:24]2[N:25]=[CH:26][N:27]=[C:23]2[C:22]([NH:15][C:14]2[CH:13]=[CH:12][C:11]([N:7]3[CH2:6][C@H:5]4[CH2:10][C@@H:8]3[CH2:9][N:4]4[CH:1]([CH3:3])[CH3:2])=[CH:17][CH:16]=2)=[N:21][CH:20]=1. Procedure details: To the solution obtained from step 2 is added 5,8-dibromo[1,2,4]triazolo[1,5-a]-pyrazine (1.6 g; 5.8 mmol) and triethylamine (3.4 mL). The resulting mixture was heated at reflux for 70 h, after which the reactor contents were cooled down and filtered to remove solids. The filter cake was washed with 2-MeTHF (2×5 mL) and the filtrate used as such in the next step.